Dataset: the Open Reaction Database (ORD), a public repository of structured organic reaction records. Task: describe an organic reaction: reactants, conditions, products, and yield Starting materials: Heptanes, C([O-])([O-])=O.[Ca+2] (calcium carbonate), BrC(C(=O)Cl)CCCl (2-Bromo-4-chlorobutyryl chloride), C(C1=CC=CC=C1)O (benzyl alcohol), heptanes, C(O)([O-])=O.[Na+] (sodium hydrogen carbonate), acyl chloride, acyl chloride, acyl chloride. Run in O1CCCC1 (tetrahydrofuran). Reaction conditions: temperature 24 celsius. Product: BrC(C(=O)OCC1=CC=CC=C1)CCCl (Benzyl 2-bromo-4-chlorobutyrate). The yield is 72.0%. As a reaction SMILES: C(=O)([O-])[O-].[Ca+2].[Br:6][CH:7]([CH2:11][CH2:12][Cl:13])[C:8](Cl)=[O:9].[CH2:14]([OH:21])[C:15]1[CH:20]=[CH:19][CH:18]=[CH:17][CH:16]=1.C(=O)([O-])O.[Na+]>O1CCCC1>[Br:6][CH:7]([CH2:11][CH2:12][Cl:13])[C:8]([O:21][CH2:14][C:15]1[CH:20]=[CH:19][CH:18]=[CH:17][CH:16]=1)=[O:9] |f:0.1,4.5|. Reported procedure: Heptanes (1.5 L) and calcium carbonate (150 g; 1.50 mol) were added to the distillation residue from step (a) above and benzyl alcohol (236.8 g; 2.19 mol) was added with stirring at 23-25° C. After stirring for 3.5 hours at 23-25° C., GC analysis indicated approximately 20% of unreacted acyl chloride. After additional stirring for 20 hours, approximately 10% of unreacted acyl chloride was estimated to be present by GC. The resultant mixture was filtered, and the filter cake was washed with hepta... Reactants: CC(Nc1ncnc2ccc(NC(=O)CCNC(=O)OC(C)(C)C)cc12)c1ccccc1, O=C([O-])O, ClCCl, [Na+], O=C(O)C(F)(F)F. Yields the product CC(Nc1ncnc2ccc(NC(=O)CCN)cc12)c1ccccc1. RXN SMILES: [C:1]([O:2][C:3](=[O:4])[NH:7][CH2:8][CH2:9][C:10]([NH:11][c:12]1[cH:13][c:14]2[c:15]([NH:22][CH:23]([CH3:24])[c:25]3[cH:26][cH:27][cH:28][cH:29][cH:30]3)[n:16][cH:17][n:18][c:19]2[cH:20][cH:21]1)=[O:31])([CH3:5])([CH3:6])[CH3:32].[C:43](=[O:44])([OH:45])[O-:46].[CH2:40]([Cl:41])[Cl:42].[Na+:47].[OH:33][C:34]([C:35]([F:36])([F:37])[F:38])=[O:39]>>[NH2:7][CH2:8][CH2:9][C:10]([NH:11][c:12]1[cH:13][c:14]2[c:15]([NH:22][CH:23]([CH3:24])[c:25]3[cH:26][cH:27][cH:28][cH:29][cH:30]3)[n:16][cH:17][n:18][c:19]2[cH:20][cH:21]1)=[O:31]. The reactants are C(C)(C)(C)OC(=O)N1CCC(CC1)C1=CC=2C(=CN=C(C2)Cl)O1 (4-(5-chloro-furo[2,3-c]pyridin-2-yl)-piperidine-1-carboxylic acid tert-butyl ester), CS(=O)(=O)C1=CC=C(C=C1)B(O)O (4-(methanesulfonyl)phenyl boronic acid), C(=O)([O-])[O-].[Na+].[Na+] (Na2CO3). Run in O1CCOCC1 (1,4-dioxane). Conditions: temperature 170 celsius, time 1 hour. Yields the product C(C)(C)(C)OC(=O)N1CCC(CC1)C1=CC=2C(=CN=C(C2)C2=CC=C(C=C2)S(=O)(=O)C)O1 (4-[5-(4-Methanesulfonyl-phenyl)-furo[2,3-c]pyridin-2-yl]-piperidine-1-carboxylic acid tert-butyl ester). As a reaction SMILES: [C:1]([O:5][C:6]([N:8]1[CH2:13][CH2:12][CH:11]([C:14]2[O:23][C:17]3=[CH:18][N:19]=[C:20](Cl)[CH:21]=[C:16]3[CH:15]=2)[CH2:10][CH2:9]1)=[O:7])([CH3:4])([CH3:3])[CH3:2].[CH3:24][S:25]([C:28]1[CH:33]=[CH:32][C:31](B(O)O)=[CH:30][CH:29]=1)(=[O:27])=[O:26].C([O-])([O-])=O.[Na+].[Na+]>O1CCOCC1>[C:1]([O:5][C:6]([N:8]1[CH2:13][CH2:12][CH:11]([C:14]2[O:23][C:17]3=[CH:18][N:19]=[C:20]([C:31]4[CH:32]=[CH:33][C:28]([S:25]([CH3:24])(=[O:27])=[O:26])=[CH:29][CH:30]=4)[CH:21]=[C:16]3[CH:15]=2)[CH2:10][CH2:9]1)=[O:7])([CH3:4])([CH3:3])[CH3:2] |f:2.3.4|. Procedure details: A mixture of 4-(5-chloro-furo[2,3-c]pyridin-2-yl)-piperidine-1-carboxylic acid tert-butyl ester (390 mg), 4-(methanesulfonyl)phenyl boronic acid (350 mg), 2 M aqueous Na2CO3 solution (1.50 mL), and 1,4-dioxane (10 mL) is sparged with Ar for 10 min. Pd(PPh3)4 (100 mg) is added and the resulting mixture is stirred at 170° C. for 1 h in a microwave oven. The reaction mixture is concentrated, diluted with water, and extracted with ethyl acetate. The combined extracts are washed with brine, dried (Mg... The product is Cc1ccc(Cn2nc3c(C(=O)O)cccc3c2-c2ccc(F)cc2)c(C)c1. Reaction SMILES: [CH3:1][c:2]1[c:3]([CH2:4][n:5]2[n:6][c:7]3[c:8]([C:21](=[O:22])[O:23][CH3:24])[cH:9][cH:10][cH:11][c:12]3[c:13]2-[c:14]2[cH:15][cH:16][c:17]([F:20])[cH:18][cH:19]2)[cH:25][cH:26][c:27]([CH3:29])[cH:28]1.[CH3:33][OH:34].[ClH:32].[Na+:31].[OH-:30]>>[CH3:1][c:2]1[c:3]([CH2:4][n:5]2[n:6][c:7]3[c:8]([C:21](=[O:22])[OH:23])[cH:9][cH:10][cH:11][c:12]3[c:13]2-[c:14]2[cH:15][cH:16][c:17]([F:20])[cH:18][cH:19]2)[cH:25][cH:26][c:27]([CH3:29])[cH:28]1. Starting materials: COC(=O)c1cccc2c(-c3ccc(F)cc3)n(Cc3ccc(C)cc3C)nc12, CO, Cl, [Na+], [OH-]. The reactants are COC=1C=C(C=CC1OC)C=1C(C(N(N1)C1CCNCC1)=O)(CC)CC (5-(3,4-dimethoxyphenyl)-4,4-diethyl-2-piperidin-4-yl-2,4-dihydro-3H-pyrazol-3-one), C(C1=CC=CC=C1)OC=1C=CC(=C(C(=O)O)C1)C (5-(benzyloxy)-2-methylbenzoic acid), COC=1C=C(C=CC1OC)C=1C(C(N(N1)C1CCNCC1)=O)(CC)CC (5-(3,4-dimethoxyphenyl)-4,4-diethyl-2-piperidin-4-yl-2,4-dihydro-3H-pyrazol-3-one), C(C1=CC=CC=C1)OC=1C=CC(=C(C(=O)O)C1)C (5-(benzyloxy)-2-methylbenzoic acid). Yields the product C(C1=CC=CC=C1)OC=1C=CC(=C(C1)C(=O)N1CCC(CC1)N1N=C(C(C1=O)(CC)CC)C1=CC(=C(C=C1)OC)OC)C (2-(1-{[5-(Benzyloxy)-2-methylphenyl]carbonyl}piperidin-4-yl)-5-(3,4-dimethoxyphenyl)-4,4-diethyl-2,4-dihydro-3H-pyrazol-3-one). Reaction SMILES: [CH3:1][O:2][C:3]1[CH:4]=[C:5]([C:11]2[C:12]([CH2:25][CH3:26])([CH2:23][CH3:24])[C:13](=[O:22])[N:14]([CH:16]3[CH2:21][CH2:20][NH:19][CH2:18][CH2:17]3)[N:15]=2)[CH:6]=[CH:7][C:8]=1[O:9][CH3:10].[CH2:27]([O:34][C:35]1[CH:36]=[CH:37][C:38]([CH3:44])=[C:39]([CH:43]=1)[C:40](O)=[O:41])[C:28]1[CH:33]=[CH:32][CH:31]=[CH:30][CH:29]=1>>[CH2:27]([O:34][C:35]1[CH:36]=[CH:37][C:38]([CH3:44])=[C:39]([C:40]([N:19]2[CH2:20][CH2:21][CH:16]([N:14]3[C:13](=[O:22])[C:12]([CH2:25][CH3:26])([CH2:23][CH3:24])[C:11]([C:5]4[CH:6]=[CH:7][C:8]([O:9][CH3:10])=[C:3]([O:2][CH3:1])[CH:4]=4)=[N:15]3)[CH2:17][CH2:18]2)=[O:41])[CH:43]=1)[C:28]1[CH:29]=[CH:30][CH:31]=[CH:32][CH:33]=1. Procedure details: The title compound is prepared analogously as described for GP2-WU2 using 5-(3,4-dimethoxyphenyl)-4,4-diethyl-2-piperidin-4-yl-2,4-dihydro-3H-pyrazol-3-one (compound B7) and 5-(benzyloxy)-2-methylbenzoic acid (compound F1) as starting compounds. The crude product is purified by chromatography (amino phase silica gel and DCM) and by a second chromatography (silica gel and cyclohexane/EA=1:1) to yield the title compound. Reactants: CCOC(=O)c1ccc2[nH]c(Cc3ncc[nH]3)c(C)c2c1, COS(=O)(=O)OC, CN(C)C=O, [H-], [Na+]. Yields the product CCOC(=O)c1ccc2c(c1)c(C)c(Cc1ncc[nH]1)n2C. As a reaction SMILES: [CH2:3]([CH3:4])[O:5][C:6](=[O:7])[c:8]1[cH:9][c:10]2[c:11]([CH3:23])[c:12]([CH2:17][c:18]3[nH:19][cH:20][cH:21][n:22]3)[nH:13][c:14]2[cH:15][cH:16]1.[CH3:24][O:25][S:26]([O:27][CH3:28])(=[O:29])=[O:30].[CH3:31][N:32]([CH3:33])[CH:34]=[O:35].[H-:1].[Na+:2]>>[CH2:3]([CH3:4])[O:5][C:6](=[O:7])[c:8]1[cH:9][c:10]2[c:11]([CH3:23])[c:12]([CH2:17][c:18]3[n:19][cH:20][cH:21][nH:22]3)[n:13]([CH3:24])[c:14]2[cH:15][cH:16]1. Reactants: CC(=O)O, CCO, O=Cc1c[nH]c2ccccc12, NNc1cc(N2CCOCC2)n2nc(-c3cnccn3)cc2n1. Product: C(=NNc1cc(N2CCOCC2)n2nc(-c3cnccn3)cc2n1)c1c[nH]c2ccccc12. RXN SMILES: [CH3:35][C:36](=[O:37])[OH:38].[CH3:39][CH2:40][OH:41].[CH:24](=[O:25])[c:26]1[cH:27][nH:28][c:29]2[cH:30][cH:31][cH:32][cH:33][c:34]12.[O:1]1[CH2:2][CH2:3][N:4]([c:7]2[cH:8][c:9]([NH:22][NH2:23])[n:10][c:11]3[n:12]2[n:13][c:14](-[c:16]2[n:17][cH:18][cH:19][n:20][cH:21]2)[cH:15]3)[CH2:5][CH2:6]1>>[O:1]1[CH2:2][CH2:3][N:4]([c:7]2[cH:8][c:9]([NH:22][N:23]=[CH:24][c:26]3[cH:27][nH:28][c:29]4[cH:30][cH:31][cH:32][cH:33][c:34]34)[n:10][c:11]3[n:12]2[n:13][c:14](-[c:16]2[n:17][cH:18][cH:19][n:20][cH:21]2)[cH:15]3)[CH2:5][CH2:6]1. Starting materials: C(C)(=O)NC=1SC=CN1 (2-acetylamino thiazole), C(=CC)C1=NC2=C(C(O1)=O)C=CC=C2C(F)(F)F (2-(1-propenyl)-8-trifluoromethyl-4H-3,1-benzoxazin-4-one), C(\C=C\C)(=O)Cl (crotonyl chloride), NC1=C(C(=O)O)C=CC=C1C(F)(F)F (2-amino-trifluoromethyl benzoic acid). The product is O=C(CC(=O)NC=1SC=CN1)C1=C(C(=CC=C1)C(F)(F)F)NC(C=CC)=O (β-oxo-2-[(1-oxo-2-butenyl)-amino]-N-(2-thiazolyl)-3-trifluoromethyl-benzene-proponamide). Yield: 70.6%. Reaction SMILES: [C:1]([NH:4][C:5]1[S:6][CH:7]=[CH:8][N:9]=1)(=[O:3])[CH3:2].[CH:10]([C:13]1[O:18][C:17](=[O:19])[C:16]2[CH:20]=[CH:21][CH:22]=[C:23]([C:24]([F:27])([F:26])[F:25])[C:15]=2[N:14]=1)=[CH:11][CH3:12].C(Cl)(=O)/C=C/C.NC1C(C(F)(F)F)=CC=CC=1C(O)=O>>[O:19]=[C:17]([C:16]1[CH:20]=[CH:21][CH:22]=[C:23]([C:24]([F:27])([F:26])[F:25])[C:15]=1[NH:14][C:13](=[O:18])[CH:10]=[CH:11][CH3:12])[CH2:2][C:1]([NH:4][C:5]1[S:6][CH:7]=[CH:8][N:9]=1)=[O:3]. Procedure details: Using the procedure of Step A of Example 1, 19.44 g of 2-acetylamino thiazole and 17.3 g of 2-(1-propenyl)-8-trifluoromethyl-4H-3,1-benzoxazin-4-one [prepared by Step A of Example 12 of European Pat. No. 40,573 from crotonyl chloride and 2-amino-trifluoromethyl benzoic acid] were reacted to obtain 19.03 g of β-oxo-2-[(1-oxo-2-butenyl)-amino]-N-(2-thiazolyl)-3-trifluoromethyl-benzene-proponamide melting at 206°-208° C. Reactants: C(C1=CC=CC=C1)OC(=O)N1CCC(CC1)CN1CCC(CC1)NC(=O)OC(C)(C)C (1-(1-benzyloxycarbonyl-4-piperidinylmethyl)-4-(t-butoxycarbonylamino)piperidine), solution, Cl (hydrochloric acid). RXN SMILES: [CH2:1]([O:8][C:9]([N:11]1[CH2:16][CH2:15][CH:14]([CH2:17][N:18]2[CH2:23][CH2:22][CH:21]([NH:24]C(OC(C)(C)C)=O)[CH2:20][CH2:19]2)[CH2:13][CH2:12]1)=[O:10])[C:2]1[CH:7]=[CH:6][CH:5]=[CH:4][CH:3]=1.Cl>C(O)C>[NH2:24][CH:21]1[CH2:22][CH2:23][N:18]([CH2:17][CH:14]2[CH2:15][CH2:16][N:11]([C:9]([O:8][CH2:1][C:2]3[CH:3]=[CH:4][CH:5]=[CH:6][CH:7]=3)=[O:10])[CH2:12][CH2:13]2)[CH2:19][CH2:20]1. Reaction conditions: time 5 hour. Run in C(C)O (ethanol), C(C)O (ethanol). The product is NC1CCN(CC1)CC1CCN(CC1)C(=O)OCC1=CC=CC=C1 (4-amino-1-(1-benzyloxycarbonyl-4-piperidinylmethyl)piperidine). Procedure details: To a solution of 1-(1-benzyloxycarbonyl-4-piperidinylmethyl)-4-(t-butoxycarbonylamino)piperidine (7.77 g) in ethanol (30 ml) is added a 30% solution of hydrochloric acid in ethanol (15 ml) under ice-cooling, and the mixture is stirred at room temperature for 5 hours. The solvent is evaporated under reduced pressure, and the residue is dissolved in water. The solution is basified with potassium carbonate and extracted with chloroform. The extract is washed with a saturated aqueous sodium chloride... The yield is 101.2%. Starting materials: O (water), [OH-].[Na+] (sodium hydroxide), O (water), [Si](C)(C)(C(C)(C)C)O[C@@H]1C[C@H](N(C1)C(=O)OC(C)(C)C)COS(=O)(=O)C ((2S,4R)-4-(tert-butyldimethylsilyloxy)-1-(tert-butoxycarbonyl)-2-methanesulfonyloxymethylpyrrolidine), [H-].[Al+3].[Li+].[H-].[H-].[H-] (lithium aluminum hydride). The solvent is O1CCCC1 (tetrahydrofuran). Conditions: temperature 40 celsius, time 1 hour. Product: [Si](C)(C)(C(C)(C)C)O[C@@H]1C[C@H](N(C1)C(=O)OC(C)(C)C)C ((2R,4R)-4-(tert-butyldimethylsilyloxy)-1-(tert-butoxycarbonyl)-2-methylpyrrolidine). Isolated yield 86.5%. Reaction SMILES: [Si:1]([O:8][C@H:9]1[CH2:13][N:12]([C:14]([O:16][C:17]([CH3:20])([CH3:19])[CH3:18])=[O:15])[C@H:11]([CH2:21]OS(C)(=O)=O)[CH2:10]1)([C:4]([CH3:7])([CH3:6])[CH3:5])([CH3:3])[CH3:2].[H-].[Al+3].[Li+].[H-].[H-].[H-].O.[OH-].[Na+]>O1CCCC1>[Si:1]([O:8][C@H:9]1[CH2:13][N:12]([C:14]([O:16][C:17]([CH3:20])([CH3:19])[CH3:18])=[O:15])[C@H:11]([CH3:21])[CH2:10]1)([C:4]([CH3:7])([CH3:6])[CH3:5])([CH3:3])[CH3:2] |f:1.2.3.4.5.6,8.9|. Procedure: To a solution of (2S,4R)-4-(tert-butyldimethylsilyloxy)-1-(tert-butoxycarbonyl)-2-methanesulfonyloxymethylpyrrolidine (6.0 g) in tetrahydrofuran (60 ml) was added slowly lithium aluminum hydride (1.11 g) at 0° C. And then, the reaction mixture was allowed to warm to 40° C. and stirred for one hour. To the reaction mixture were added dropwise water (1.11 ml), 4N-aqueous sodium hydroxide (1.11 ml) and water (3.33 ml). The precipitate was filtered off, and the solvent was removed in vacuo to give (...